From a dataset of the Open Reaction Database (ORD), a public repository of structured organic reaction records. describe an organic reaction: reactants, conditions, products, and yield Starting materials: NC1=NN(C2=CC(=CC=C12)C=1SC2=C(N1)C=C(C(=C2C2=CC=C(C=C2)Cl)[C@@H](C(=O)OCC)OC(C)(C)C)C)C ((S)-ethyl 2-(2-(3-amino-1-methyl-1H-indazol-6-yl)-7-(4-chlorophenyl)-5-methylbenzo[d]thiazol-6-yl)-2-tert-butoxyacetate), BrC=1C=C2C(=NN(C2=CC1)C)N (5-bromo-1-methyl-1H-indazol-3-amine). Product: NC1=NN(C2=CC=C(C=C12)C=1SC2=C(N1)C=C(C(=C2C2=CC=C(C=C2)Cl)[C@@H](C(=O)OCC)OC(C)(C)C)C)C ((S)-ethyl 2-(2-(3-amino-1-methyl-1H-indazol-5-yl)-7-(4-chlorophenyl)-5-methylbenzo[d]thiazol-6-yl)-2-tert-butoxyacetate). As a reaction SMILES: NC1C2C(=CC([C:11]3[S:12][C:13]4[C:19]([C:20]5[CH:25]=[CH:24][C:23]([Cl:26])=[CH:22][CH:21]=5)=[C:18]([C@H:27]([O:33][C:34]([CH3:37])([CH3:36])[CH3:35])[C:28]([O:30][CH2:31][CH3:32])=[O:29])[C:17]([CH3:38])=[CH:16][C:14]=4[N:15]=3)=CC=2)N(C)N=1.Br[C:41]1[CH:42]=[C:43]2[C:47](=[CH:48][CH:49]=1)[N:46]([CH3:50])[N:45]=[C:44]2[NH2:51]>>[NH2:51][C:44]1[C:43]2[C:47](=[CH:48][CH:49]=[C:41]([C:11]3[S:12][C:13]4[C:19]([C:20]5[CH:21]=[CH:22][C:23]([Cl:26])=[CH:24][CH:25]=5)=[C:18]([C@H:27]([O:33][C:34]([CH3:36])([CH3:35])[CH3:37])[C:28]([O:30][CH2:31][CH3:32])=[O:29])[C:17]([CH3:38])=[CH:16][C:14]=4[N:15]=3)[CH:42]=2)[N:46]([CH3:50])[N:45]=1. Procedure: Prepared in a manner similar to (S)-ethyl 2-(2-(3-amino-1-methyl-1H-indazol-6-yl)-7-(4-chlorophenyl)-5-methylbenzo[d]thiazol-6-yl)-2-tert-butoxyacetate except using 5-bromo-1-methyl-1H-indazol-3-amine instead of 6-bromo-1-methyl-1H-indazol-3-amine. LCMS-ESI+: calc'd for C30H31ClN4O3S: 563.2, 565.2 (M+H+); Found: 563.3, 565.2 (M+H+). The reactants are C12(CC3CC(CC(C1)C3)C2)CN ((1-adamantyl)methylamine), O[C@H](C(=O)O)C1=CC=CC=C1 ((S)-2-hydroxy-2-phenylacetic acid), CCN=C=NCCCN(C)C (EDCI), C=1C=CC2=C(C1)N=NN2O (HOBt), CCN(C(C)C)C(C)C (DIEA). Solvent: C(Cl)Cl (CH2Cl2). Conditions: time 8 hour. The product is C12(CC3CC(CC(C1)C3)C2)CNC([C@H](C2=CC=CC=C2)O)=O ((S)—N-((1-adamantyl)methyl)-2-hydroxy-2-phenylacetamide). The yield is 46.5%. As a reaction SMILES: [C:1]12([CH2:11][NH2:12])[CH2:10][CH:5]3[CH2:6][CH:7]([CH2:9][CH:3]([CH2:4]3)[CH2:2]1)[CH2:8]2.[OH:13][C@@H:14]([C:18]1[CH:23]=[CH:22][CH:21]=[CH:20][CH:19]=1)[C:15](O)=[O:16].CCN=C=NCCCN(C)C.C1C=CC2N(O)N=NC=2C=1.CCN(C(C)C)C(C)C>C(Cl)Cl>[C:1]12([CH2:11][NH:12][C:15](=[O:16])[C@@H:14]([OH:13])[C:18]3[CH:23]=[CH:22][CH:21]=[CH:20][CH:19]=3)[CH2:8][CH:7]3[CH2:6][CH:5]([CH2:4][CH:3]([CH2:9]3)[CH2:2]1)[CH2:10]2. Procedure details: To a solution of (1-adamantyl)methylamine (100 mg, 0.61 mmol), (S)-2-hydroxy-2-phenylacetic acid (92 mg, 0.61 mmol), EDCI (239 mg, 1.22 mmol) and HOBt (164 mg, 1.22 mmol) in CH2Cl2 (15 mL) was added DIEA (391 mg, 3.03 mmol) and the resulting mixture was stirred overnight. The solution was concentrated under vacuum to give the crude product, which was purified by preparative TLC to afford (S)—N-((1-adamantyl)methyl)-2-hydroxy-2-phenylacetamide (85 mg, 47%). 1H NMR (CDCl3, 400 MHz): δ=1.34-1.91 (m... Starting materials: [Al+3], C1CCOC1, CCOC(C)=O, COC(=O)c1ccc(-c2cc(OC)ccc2F)c(CN2CCCCC2)c1, [H-], [H-], [H-], [H-], [Li+]. The product is COc1ccc(F)c(-c2ccc(CO)cc2CN2CCCCC2)c1. As a reaction SMILES: [Al+3:2].[CH2:33]1[O:34][CH2:35][CH2:36][CH2:37]1.[CH3:38][CH2:39][O:40][C:41]([CH3:42])=[O:43].[F:7][c:8]1[c:9](-[c:16]2[c:17]([CH2:26][N:27]3[CH2:28][CH2:29][CH2:30][CH2:31][CH2:32]3)[cH:18][c:19]([C:22](=[O:23])[O:24][CH3:25])[cH:20][cH:21]2)[cH:10][c:11]([O:14][CH3:15])[cH:12][cH:13]1.[H-:1].[H-:4].[H-:5].[H-:6].[Li+:3]>>[F:7][c:8]1[c:9](-[c:16]2[c:17]([CH2:26][N:27]3[CH2:28][CH2:29][CH2:30][CH2:31][CH2:32]3)[cH:18][c:19]([CH2:22][OH:23])[cH:20][cH:21]2)[cH:10][c:11]([O:14][CH3:15])[cH:12][cH:13]1. Reactants: C1(=CC=CC2=CC=CC=C12)O (α-naphthol), CCOC=1C=CC(=CC1)N (p-phenetidine), P(OC1=CC=CC=C1)(OC1=CC=CC=C1)OC1=CC=CC=C1 (triphenyl phosphite). The solvent is O (water). Conditions: temperature 220 celsius. Yields the product C(C)OC1=CC=C(C=C1)NC1=CC=CC2=CC=CC=C12 (N-p-ethoxy-phenyl-α-naphthylamine). The yield is 97.0%. RXN SMILES: [C:1]1(O)[C:10]2[C:5](=[CH:6][CH:7]=[CH:8][CH:9]=2)[CH:4]=[CH:3][CH:2]=1.[CH3:12][CH2:13][O:14][C:15]1[CH:16]=[CH:17][C:18]([NH2:21])=[CH:19][CH:20]=1.P(OC1C=CC=CC=1)(OC1C=CC=CC=1)OC1C=CC=CC=1>O>[CH2:13]([O:14][C:15]1[CH:16]=[CH:17][C:18]([NH:21][C:1]2[C:10]3[C:5](=[CH:6][CH:7]=[CH:8][CH:9]=3)[CH:4]=[CH:3][CH:2]=2)=[CH:19][CH:20]=1)[CH3:12]. Reported procedure: 288 parts of α-naphthol, 411 parts of p-phenetidine and 10 parts of triphenyl phosphite are mixed and heated to 220° C. At this temperature, the elimination of water commences. In the course of 8 hours, the reaction temperature rises to 250° C, at which stage the reaction has ended. 36 parts of water are removed. After removing excess p-phenetidine, N-p-ethoxy-phenyl-α-naphthylamine distils at a boiling point of 233° - 235° C/5 mm Hg. 510 parts of end product of melting point 73° - 75° C are obt...